This data is from the Open Reaction Database (ORD), a public repository of structured organic reaction records. The task is: describe an organic reaction: reactants, conditions, products, and yield Starting materials: O (H2O), C[Si](NC(=O)N[Si](C)(C)C)(C)C (1,3-Bis(trimethylsilyl)urea), C1(=CC=CC=C1)[C@H](N)CO ((S)-(+)-2-phenylglycinol), C1CCOC1 (THF), C1(\C=C/C(=O)O1)=O (Maleic anhydride). Conditions: time 30 minute. Product: C(C)(=O)OC[C@H](C1=CC=CC=C1)N1C(C=CC1=O)=O ((S)-1-[2-(Acetyloxy)-1-phenylethyl]-2,5-dihydro-1H-pyrrol-2,5-dione). The yield is 83.0%. Reaction SMILES: C[Si](C)(C)NC(N[Si](C)(C)C)=O.[C:13]1([C@@H:19]([CH2:21][OH:22])[NH2:20])[CH:18]=[CH:17][CH:16]=[CH:15][CH:14]=1.[C:23]1(=[O:29])[O:28][C:26](=O)[CH:25]=[CH:24]1.O.C1C[O:34][CH2:33][CH2:32]1>>[C:33]([O:22][CH2:21][C@@H:19]([N:20]1[C:23](=[O:29])[CH:24]=[CH:25][C:26]1=[O:28])[C:13]1[CH:18]=[CH:17][CH:16]=[CH:15][CH:14]=1)(=[O:34])[CH3:32]. Procedure details: 1,3-Bis(trimethylsilyl)urea (0.745 g, 3.65 mM) was added to (S)-(+)-2-phenylglycinol (0.5 g, 3.65 mM) dissolved in THF (10 ml, distilled from Na/benzophenone). The mixture was refluxed for 1 hr. A precipitate formed. Maleic anhydride (0.376 g, 3.83 mM) was added and the mixture was refluxed for 0.5 hr. H2O (66 μl, 3.65 mM) was added to the cooled mixture and stirred for 30 min. to form the intermediate ##STR46## which was not recovered from the reaction mixture. Tetrabutyl-ammonium fluoride (TBA... RXN SMILES: [Br:1][c:2]1[cH:3][c:4]2[c:5]([Cl:13])[n:6][nH:7][c:8](=[O:12])[c:9]2[cH:10][cH:11]1.[CH3:23][CH2:24][O:25][C:26]([CH3:27])=[O:28].[Cl:14][c:15]1[cH:16][c:17]([CH2:18][NH2:19])[cH:20][cH:21][cH:22]1.[O:31]=[C:32]([CH:33]=[CH:34][c:35]1[cH:36][cH:37][cH:38][cH:39][cH:40]1)[CH:41]=[CH:42][c:43]1[cH:44][cH:45][cH:46][cH:47][cH:48]1.[O:49]=[C:50]([CH:51]=[CH:52][c:53]1[cH:54][cH:55][cH:56][cH:57][cH:58]1)[CH:59]=[CH:60][c:61]1[cH:62][cH:63][cH:64][cH:65][cH:66]1.[O:67]=[C:68]([CH:69]=[CH:70][c:71]1[cH:72][cH:73][cH:74][cH:75][cH:76]1)[CH:77]=[CH:78][c:79]1[cH:80][cH:81][cH:82][cH:83][cH:84]1.[Pd:29].[Pd:30]>>[c:2]1([NH:19][CH2:18][c:17]2[cH:16][c:15]([Cl:14])[cH:22][cH:21][cH:20]2)[cH:3][c:4]2[c:5]([Cl:13])[n:6][nH:7][c:8](=[O:12])[c:9]2[cH:10][cH:11]1. Yields the product O=c1[nH]nc(Cl)c2cc(NCc3cccc(Cl)c3)ccc12. Reactants: O=c1[nH]nc(Cl)c2cc(Br)ccc12, CCOC(C)=O, NCc1cccc(Cl)c1, O=C(C=Cc1ccccc1)C=Cc1ccccc1, O=C(C=Cc1ccccc1)C=Cc1ccccc1, O=C(C=Cc1ccccc1)C=Cc1ccccc1, [Pd], [Pd]. Reactants: C(C)(C)N(C(C)=O)C1CCN(CC1)C(=O)OC(C)(C)C (tert-butyl 4-(N-isopropylacetamido)piperidine-1-carboxylate), Cl (hydrogen chloride). Product: Cl.C(C)(C)N(C(C)=O)C1CCNCC1 (N-Isopropyl-N-(piperidin-4-yl)acetamide hydrogen chloride). Isolated yield 45.0%. RXN SMILES: [CH:1]([N:4]([CH:8]1[CH2:13][CH2:12][N:11](C(OC(C)(C)C)=O)[CH2:10][CH2:9]1)[C:5](=[O:7])[CH3:6])([CH3:3])[CH3:2].[ClH:21]>>[ClH:21].[CH:1]([N:4]([CH:8]1[CH2:9][CH2:10][NH:11][CH2:12][CH2:13]1)[C:5](=[O:7])[CH3:6])([CH3:3])[CH3:2] |f:2.3|. Reported procedure: A solution of tert-butyl 4-(N-isopropylacetamido)piperidine-1-carboxylate (0.880 g, 3.09 mmol) in hydrogen chloride (4.0 M solution in 1,4-dioxane, 10 mL) was stirred at room temperature overnight. The resulting solution was concentrated in vacuo, basified with aqueous saturated NaHCO3, and extracted with EtOAc. The organics were dried (Na2SO4), filtered, and concentrated in vacuo. The material was purified by flash chromatography on silica gel, eluting with 50% to 100% of 92:7:1 CHCl3/MeOH/conc... Starting materials: O=S(=O)(c1ccc(Br)cc1)C1CCNCC1, O=C([O-])[O-], CC#N, Fc1ccc(CCBr)c(F)c1, [I-], [K+], [K+], [Na+]. Product: O=S(=O)(c1ccc(Br)cc1)C1CCN(CCc2ccc(F)cc2F)CC1. As a reaction SMILES: [Br:1][c:2]1[cH:3][cH:4][c:5]([S:8](=[O:9])(=[O:10])[CH:11]2[CH2:12][CH2:13][NH:14][CH2:15][CH2:16]2)[cH:6][cH:7]1.[C:28](=[O:29])([O-:30])[O-:31].[CH3:36][C:37]#[N:38].[F:17][c:18]1[c:19]([CH2:20][CH2:21][Br:22])[cH:23][cH:24][c:25]([F:27])[cH:26]1.[I-:35].[K+:32].[K+:33].[Na+:34]>>[Br:1][c:2]1[cH:3][cH:4][c:5]([S:8](=[O:9])(=[O:10])[CH:11]2[CH2:12][CH2:13][N:14]([CH2:21][CH2:20][c:19]3[c:18]([F:17])[cH:26][c:25]([F:27])[cH:24][cH:23]3)[CH2:15][CH2:16]2)[cH:6][cH:7]1. Conditions: temperature 155 celsius. Solvent: O (water). RXN SMILES: Br[C:2]1[CH:3]=[C:4]([F:11])[CH:5]=[C:6]2[C:10]=1[NH:9][CH:8]=[CH:7]2.[NH3:12]>O>[F:11][C:4]1[CH:5]=[C:6]2[C:10](=[C:2]([NH2:12])[CH:3]=1)[NH:9][CH:8]=[CH:7]2. The reactants are BrC=1C=C(C=C2C=CNC12)F (7-bromo-5-fluoro-indole), Cu, CuBr, N (NH3), aqueous solution. Procedure details: A mixture of 7-bromo-5-fluoro-indole (1 g), Cu (0.31 g), CuBr (0.64 g) and NH3 (30 ml of a 33% aqueous solution) was heated in an autoclave for 1.5 h at 155° C. The mixture was diluted with water and extracted with EtOAc. The organic phase was dried and the solvent removed to give 5-fluoro-7-amino-indole as an oil which was used without further purification. UPLC/MS found for C8H7FN2 as (M+H)+ 151.0. Yields the product FC=1C=C2C=CNC2=C(C1)N (5-fluoro-7-amino-indole). The reactants are C(C)(C)(C)OC(=O)N[C@H](C(CN[C@@H](CC(C)C)C(=O)N[C@@H](C(C)C)C(=O)N[C@@H](CC1=CC=CC=C1)C(=O)OC)O)CC(C)C (N-[N-[N-[(3S)-3-[[(t-butyloxy)carbonyl]amino]-2-hydroxy-5-methylhexyl]-L-leucyl]-L-valyl]-L-phenylalanine, methyl ester), Cl (hydrogen chloride), hydrate, O (water). The solvent is C(C)(=O)OCC (ethyl acetate). Run at time 1 hour. Yields the product Cl.Cl.N[C@H](C(CN[C@@H](CC(C)C)C(=O)N[C@@H](C(C)C)C(=O)N[C@@H](CC1=CC=CC=C1)C(=O)OC)O)CC(C)C (N-[N-[N-[(3S)-3-Amino-2-hydroxy-5-methylhexyl]-L-leucyl]-L-valyl]-L-phenylalanine, methyl ester, dihydrochloride). As a reaction SMILES: C(OC([NH:8][C@@H:9]([CH2:41][CH:42]([CH3:44])[CH3:43])[CH:10]([OH:40])[CH2:11][NH:12][C@H:13]([C:18]([NH:20][C@H:21]([C:25]([NH:27][C@H:28]([C:36]([O:38][CH3:39])=[O:37])[CH2:29][C:30]1[CH:35]=[CH:34][CH:33]=[CH:32][CH:31]=1)=[O:26])[CH:22]([CH3:24])[CH3:23])=[O:19])[CH2:14][CH:15]([CH3:17])[CH3:16])=O)(C)(C)C.[ClH:45].O>C(OCC)(=O)C>[ClH:45].[ClH:45].[NH2:8][C@@H:9]([CH2:41][CH:42]([CH3:44])[CH3:43])[CH:10]([OH:40])[CH2:11][NH:12][C@H:13]([C:18]([NH:20][C@H:21]([C:25]([NH:27][C@H:28]([C:36]([O:38][CH3:39])=[O:37])[CH2:29][C:30]1[CH:35]=[CH:34][CH:33]=[CH:32][CH:31]=1)=[O:26])[CH:22]([CH3:24])[CH3:23])=[O:19])[CH2:14][CH:15]([CH3:16])[CH3:17] |f:4.5.6|. Reported procedure: A solution of 250 mg of N-[N-[N-[(3S)-3-[[(t-butyloxy)carbonyl]amino]-2-hydroxy-5-methylhexyl]-L-leucyl]-L-valyl]-L-phenylalanine, methyl ester (faster isomer) in 3 ml of ethyl acetate was cooled in an ice bath under nitrogen then treated with anhydrous hydrogen chloride gas to saturation. Once the reaction was saturated, the ice bath was removed, the reaction was stoppered, and stirred at ambient temperature. After one hour, the reaction was concentrated to dryness in vacuo, then recrystallized... Starting materials: [BH4-].[Na+] (Sodium borohydride), CO (MeOH), COC(CCCC#CCN1C(CCC[C@@H]1\C=C\C(CC1=CC=CC=C1)=O)=O)=O (7-[(R)-2-oxo-6-((E)-3-oxo-4-phenyl-but-1-enyl)-piperidin-1-yl]-hept-5-ynoic acid methyl ester). Run in C(Cl)Cl (CH2Cl2). Reaction conditions: time 30 minute. The product is COC(CCCC#CCN1[C@H](CCCC1=O)\C=C\C(CC1=CC=CC=C1)O)=O (7-[(R)-2-((E)-3-Hydroxy-4-phenyl-but-1-enyl)-6-oxo-piperidin-1-yl]-hept-5-ynoic Acid Methyl Ester). The yield is 77.5%. RXN SMILES: [BH4-].[Na+].CO.[CH3:5][O:6][C:7](=[O:32])[CH2:8][CH2:9][CH2:10][C:11]#[C:12][CH2:13][N:14]1[C@@H:19](/[CH:20]=[CH:21]/[C:22](=[O:30])[CH2:23][C:24]2[CH:29]=[CH:28][CH:27]=[CH:26][CH:25]=2)[CH2:18][CH2:17][CH2:16][C:15]1=[O:31]>C(Cl)Cl>[CH3:5][O:6][C:7](=[O:32])[CH2:8][CH2:9][CH2:10][C:11]#[C:12][CH2:13][N:14]1[C:15](=[O:31])[CH2:16][CH2:17][CH2:18][C@@H:19]1/[CH:20]=[CH:21]/[CH:22]([OH:30])[CH2:23][C:24]1[CH:29]=[CH:28][CH:27]=[CH:26][CH:25]=1 |f:0.1|. Procedure details: Sodium borohydride (2 mg, 0.053 mmol), followed by MeOH (0.1 mL), was added to a solution of 7-[(R)-2-oxo-6-((E)-3-oxo-4-phenyl-but-1-enyl)-piperidin-1-yl]-hept-5-ynoic acid methyl ester (14 mg, 0.037 mmol) in CH2Cl2 (0.5 mL) at 0° C. The mixture was allowed to warm to rt. After 30 min at rt, the reaction was quenched with aqueous HCl (1.0 M, 1 mL) and extracted with EtOAc (3×5 mL). The combined organic phase was washed with brine (10 mL) then dried (Na2SO4), filtered and concentrated in vacuo. ... Reactants: CCOC(C)=O, [H][H], CC(C)(C)[Si](C)(C)OC1CC(N=[N+]=[N-])CC1COCc1ccccc1. The product is CC(C)(C)[Si](C)(C)OC1CC(N)CC1COCc1ccccc1. Reaction SMILES: [CH3:28][CH2:29][O:30][C:31]([CH3:32])=[O:33].[H:26][H:27].[N:1](=[N+:2]=[N-:3])[CH:4]1[CH2:5][CH:6]([CH2:17][O:18][CH2:19][c:20]2[cH:21][cH:22][cH:23][cH:24][cH:25]2)[CH:7]([O:9][Si:10]([CH3:11])([CH3:12])[C:13]([CH3:14])([CH3:15])[CH3:16])[CH2:8]1>>[NH2:1][CH:4]1[CH2:5][CH:6]([CH2:17][O:18][CH2:19][c:20]2[cH:21][cH:22][cH:23][cH:24][cH:25]2)[CH:7]([O:9][Si:10]([CH3:11])([CH3:12])[C:13]([CH3:14])([CH3:15])[CH3:16])[CH2:8]1.